describe an organic reaction: reactants, conditions, products, and yield From a dataset of the Open Reaction Database (ORD), a public repository of structured organic reaction records. Reactants: N1C=CC2=C(C=CC=C12)CCCC1=C(OCC(CN(C(C(F)(F)F)=O)CCC)O)C=CC=C1 (N-[3-[2-[3-(1H-indol-4-yl)-propyl]-phenoxy]-2-hydroxy-propyl]-N-propyl-trifluoroacetamide), O1CCOCC1 (dioxane), ClN1C(CCC1=O)=O (N-chlorosuccinimide). Solvent: O (water). Conditions: time 19 hour. Product: ClC1=CNC2=CC=CC(=C12)CCCC1=C(OCC(CN(C(C(F)(F)F)=O)CCC)O)C=CC=C1 (N-[3-[2-[3-(3-chloro-1H-indol-4-yl)-propyl]-phenoxy]-2-hydroxypropyl]-N-propyl-trifluoroacetamide). Yield: 69.9%. RXN SMILES: [NH:1]1[C:9]2[C:4](=[C:5]([CH2:10][CH2:11][CH2:12][C:13]3[CH:33]=[CH:32][CH:31]=[CH:30][C:14]=3[O:15][CH2:16][CH:17]([OH:29])[CH2:18][N:19]([CH2:26][CH2:27][CH3:28])[C:20](=[O:25])[C:21]([F:24])([F:23])[F:22])[CH:6]=[CH:7][CH:8]=2)[CH:3]=[CH:2]1.O1CCOCC1.[Cl:40]N1C(=O)CCC1=O>O>[Cl:40][C:3]1[C:4]2[C:9](=[CH:8][CH:7]=[CH:6][C:5]=2[CH2:10][CH2:11][CH2:12][C:13]2[CH:33]=[CH:32][CH:31]=[CH:30][C:14]=2[O:15][CH2:16][CH:17]([OH:29])[CH2:18][N:19]([CH2:26][CH2:27][CH3:28])[C:20](=[O:25])[C:21]([F:24])([F:23])[F:22])[NH:1][CH:2]=1. Reported procedure: A mixture of 6.3 g of the product of Step A, 100 ml of dioxane and 2 g of N-chlorosuccinimide was stirred under an inert atmosphere for 19 hours at room temperature and was then diluted with water. The mixture was extracted with ethyl acetate and the organic phase was washed with water, dried and evaporated to dryness. The residue was chromatographed over silica and eluted with a 6-3-1 chloroform-cyclohexane-triethylamine mixture to obtain 4.73 g of N-[3-[2-[3-(3-chloro-1H-indol-4-yl)-propyl]-ph... Reactants: C(CC)NC(O[C@]1(C(COC(C)=O)=O)[C@H](C[C@H]2[C@@H]3CCC4=CC(C=C[C@]4(C)[C@]3([C@H](C[C@]12C)O)F)=O)C)=O ((11β,16β)-21-(acetyloxy)-9-fluoro-11-hydroxy-16-methyl-3,20-dioxopregna-1,4-dien-17-yl propylcarbamate), solution, C([O-])([O-])=O.[K+].[K+] (potassium carbonate). Run in O1CCCC1 (tetrahydrofuran), CO (methanol), CO.O (methanol water). Run at time 10 minute. Yields the product C(CC)NC(O[C@]1(C(CO)=O)[C@H](C[C@H]2[C@@H]3CCC4=CC(C=C[C@]4(C)[C@]3([C@H](C[C@]12C)O)F)=O)C)=O ((11β,16β)-9-fluoro-11,21-dihydroxy-16-methyl-3,20-dioxopregna-1,4-dien-17-yl propylcarbamate). The yield is 60.2%. As a reaction SMILES: [CH2:1]([NH:4][C:5](=[O:37])[O:6][C@:7]1([C@:31]2([CH3:32])[C@H:17]([C@H:18]3[C@:28]([F:34])([C@@H:29]([OH:33])[CH2:30]2)[C@:26]2([CH3:27])[C:21](=[CH:22][C:23](=[O:35])[CH:24]=[CH:25]2)[CH2:20][CH2:19]3)[CH2:16][C@@H:15]1[CH3:36])[C:8](=[O:14])[CH2:9][O:10]C(=O)C)[CH2:2][CH3:3].C(=O)([O-])[O-].[K+].[K+]>O1CCCC1.CO.CO.O>[CH2:1]([NH:4][C:5](=[O:37])[O:6][C@:7]1([C@:31]2([CH3:32])[C@H:17]([C@H:18]3[C@:28]([F:34])([C@@H:29]([OH:33])[CH2:30]2)[C@:26]2([CH3:27])[C:21](=[CH:22][C:23](=[O:35])[CH:24]=[CH:25]2)[CH2:20][CH2:19]3)[CH2:16][C@@H:15]1[CH3:36])[C:8](=[O:14])[CH2:9][OH:10])[CH2:2][CH3:3] |f:1.2.3,6.7|. Procedure: To a solution of (11β,16β)-21-(acetyloxy)-9-fluoro-11-hydroxy-16-methyl-3,20-dioxopregna-1,4-dien-17-yl propylcarbamate (8.5 mg, 0.016 mmol) in 0.3 mL of tetrahydrofuran and 0.1 mL of methanol was added 0.030 mL of a 0.1M solution of potassium carbonate in methanol/water (9:1). After 10 minutes at room temperature, the solution was partitioned between ethyl acetate and water and the organic layer was washed with water (twice) and brine and dried over Na2SO4. The solution was filtered and evapora... Reactants: [H][H] (hydrogen), C(C1=CC=CC=C1)N1CCC2(C(N(C(N2C2=CC=CC=C2)=O)C)=O)CC1 (8-benzyl-3-methyl-1-phenyl-1,3,8-triazaspiro[4,5]decane-2,4-dione), Cl (hydrochloric acid). Reagents/catalysts: [Pd] (palladium on carbon). The solvent is CO (methanol). Conditions: time 2 hour. Product: Cl.CN1C(N(C2(C1=O)CCNCC2)C2=CC=CC=C2)=O (3-Methyl-1-phenyl-1,3,8-triazaspiro[4,5]decane-2,4-dione hydrochloride). The yield is 88.4%. RXN SMILES: C([N:8]1[CH2:26][CH2:25][C:11]2([N:15]([C:16]3[CH:21]=[CH:20][CH:19]=[CH:18][CH:17]=3)[C:14](=[O:22])[N:13]([CH3:23])[C:12]2=[O:24])[CH2:10][CH2:9]1)C1C=CC=CC=1.[ClH:27].[H][H]>CO.[Pd]>[ClH:27].[CH3:23][N:13]1[C:12](=[O:24])[C:11]2([CH2:10][CH2:9][NH:8][CH2:26][CH2:25]2)[N:15]([C:16]2[CH:21]=[CH:20][CH:19]=[CH:18][CH:17]=2)[C:14]1=[O:22] |f:5.6|. Reported procedure: To a solution of 8-benzyl-3-methyl-1-phenyl-1,3,8-triazaspiro[4,5]decane-2,4-dione (470 mg, 1.3 mmol), from Step D, in methanol (100 mL) were added concentrated aqueous hydrochloric acid (0.12 mL, 1.4 mmol) and wet 20% palladium on carbon (0.47 g). The reaction vessel was pressurized with hydrogen (4 atmospheres) and shaken on a Parr apparatus at ambient temperature for 2 hours. The reaction mixture was then filtered sequentially through a paper filter and through a PTFE (polytetrafluoroethylene... Starting materials: Cn1cc(C2=C(c3cccc(N)c3)C(=O)NC2=O)c2ccccc21, ClCCl, CC(=O)CCO. Product: CC(CCO)Nc1cccc(C2=C(c3cn(C)c4ccccc34)C(=O)NC2=O)c1. Reaction SMILES: [CH3:1][n:2]1[cH:3][c:4]([C:11]2=[C:15]([c:16]3[cH:17][c:18]([NH2:22])[cH:19][cH:20][cH:21]3)[C:14](=[O:23])[NH:13][C:12]2=[O:24])[c:5]2[cH:6][cH:7][cH:8][cH:9][c:10]12.[Cl:31][CH2:32][Cl:33].[OH:25][CH2:26][CH2:27][C:28]([CH3:29])=[O:30]>>[CH3:1][n:2]1[cH:3][c:4]([C:11]2=[C:15]([c:16]3[cH:17][c:18]([NH:22][CH:28]([CH2:27][CH2:26][OH:25])[CH3:29])[cH:19][cH:20][cH:21]3)[C:14](=[O:23])[NH:13][C:12]2=[O:24])[c:5]2[cH:6][cH:7][cH:8][cH:9][c:10]12. Starting materials: Cl (HCl), [N+](=O)([O-])CCC1=CNC2=CC=C(C=C12)C#N (3-(2-nitroethyl)-5-cyano-1H-indole), [OH-].[Na+] (NaOH). Reagents/catalysts: [Zn] (zinc). Run in CO (methanol). Reaction conditions: time 2.5 hour. Product: C(#N)C1=CC=C2NC=C(CCN)C2=C1 (5-Cyanotryptamine). Reaction SMILES: Cl.[N+:2]([CH2:5][CH2:6][C:7]1[C:15]2[C:10](=[CH:11][CH:12]=[C:13]([C:16]#[N:17])[CH:14]=2)[NH:9][CH:8]=1)([O-])=O.[OH-].[Na+]>CO.[Zn]>[C:16]([C:13]1[CH:14]=[C:15]2[C:10]([NH:9][CH:8]=[C:7]2[CH2:6][CH2:5][NH2:2])=[CH:11][CH:12]=1)#[N:17] |f:2.3|. Procedure: Add zinc powder (16.22 g, 248.1 mmol) in four portions to 2N HCl (300.0 ml). Add dropwise 3-(2-nitroethyl)-5-cyano-1H-indole (2.25 g, 10.5 mmol) as a solution in methanol (300.0 ml). Heat to reflux. After 2.5 hours, cool to ambient temperature and adjust the pH to 11 using 5N NaOH, filter through Celite, wash with water, then extract the filtrate with dichloromethane. Combine the organic extracts, wash with brine, dry (Na2SO4), then evaporated to give the title compound: mp 102–105° C., MS (ACPI... The reactants are C1CCOC1, COC(=O)CCC(C(N)=O)N1Cc2c(OCc3ccccc3CN3CCOCC3)cccc2C1=O, CC(C)(C)[O-], [K+]. Product: O=C1CCC(N2Cc3c(OCc4ccccc4CN4CCOCC4)cccc3C2=O)C(=O)N1. As a reaction SMILES: [CH2:42]1[O:43][CH2:44][CH2:45][CH2:46]1.[CH3:1][O:2][C:3]([CH2:4][CH2:5][CH:6]([N:7]1[C:8](=[O:31])[c:9]2[cH:10][cH:11][cH:12][c:13]([O:16][CH2:17][c:18]3[c:19]([CH2:24][N:25]4[CH2:26][CH2:27][O:28][CH2:29][CH2:30]4)[cH:20][cH:21][cH:22][cH:23]3)[c:14]2[CH2:15]1)[C:32]([NH2:33])=[O:34])=[O:35].[CH3:36][C:37]([CH3:38])([O-:39])[CH3:40].[K+:41]>>[C:3]1(=[O:35])[CH2:4][CH2:5][CH:6]([N:7]2[C:8](=[O:31])[c:9]3[cH:10][cH:11][cH:12][c:13]([O:16][CH2:17][c:18]4[c:19]([CH2:24][N:25]5[CH2:26][CH2:27][O:28][CH2:29][CH2:30]5)[cH:20][cH:21][cH:22][cH:23]4)[c:14]3[CH2:15]2)[C:32](=[O:34])[NH:33]1. Run in CCO (EtOH). Product: ClC1=CC=C(C=C1)CCN(C(CC1=CC=C(OCC2=C(C(=O)O)C=CC=C2)C=C1)=O)CCCCCCC (2-[(4-{2-[[2-(4-chlorophenyl)ethyl](heptyl)amino]-2-oxoethyl}phenoxy)methyl]benzoic acid). Starting materials: ClC1=CC=C(C=C1)CCN(C(CC1=CC=C(OCC2=C(C(=O)OC)C=CC=C2)C=C1)=O)CCCCCCC (Methyl 2-[(4-{2-[[2-(4-chlorophenyl)ethyl](heptyl)amino]-2-oxoethyl}phenoxy)methyl]benzoate), [OH-].[K+] (potassium hydroxide). As a reaction SMILES: [Cl:1][C:2]1[CH:7]=[CH:6][C:5]([CH2:8][CH2:9][N:10]([CH2:32][CH2:33][CH2:34][CH2:35][CH2:36][CH2:37][CH3:38])[C:11](=[O:31])[CH2:12][C:13]2[CH:30]=[CH:29][C:16]([O:17][CH2:18][C:19]3[CH:28]=[CH:27][CH:26]=[CH:25][C:20]=3[C:21]([O:23]C)=[O:22])=[CH:15][CH:14]=2)=[CH:4][CH:3]=1.[OH-].[K+]>CCO>[Cl:1][C:2]1[CH:3]=[CH:4][C:5]([CH2:8][CH2:9][N:10]([CH2:32][CH2:33][CH2:34][CH2:35][CH2:36][CH2:37][CH3:38])[C:11](=[O:31])[CH2:12][C:13]2[CH:30]=[CH:29][C:16]([O:17][CH2:18][C:19]3[CH:28]=[CH:27][CH:26]=[CH:25][C:20]=3[C:21]([OH:23])=[O:22])=[CH:15][CH:14]=2)=[CH:6][CH:7]=1 |f:1.2|. Isolated yield 5.5%. Procedure: Methyl 2-[(4-{2-[[2-(4-chlorophenyl)ethyl](heptyl)amino]-2-oxoethyl}phenoxy)methyl]benzoate (0.112 g, 0.209 mmol) was dissolved in EtOH (5 ml, 95%) and potassium hydroxide (0.018 g, 0.313 mmol) was added. The reaction was performed in an single node microwave oven (7 min, 150 deg). Workup was by removing the solvent by evaporation and addition of HCl (2 ml, 1 M). The water-phase was extracted with two portions of EtOAc (20 ml) and the organic phase was dried (MgSO4) and the solvent was removed b... Starting materials: [OH-].[Na+] (sodium hydroxide), C(C1=CC=CC=C1)N (Benzylamine), N\C(=C(\C#N)/C(OCC)=N)\C#N (ethyl [(Z)-2-amino-1,2-dicyanovinyl]imidoformate), Cl.NC1=CC=CC=C1 (aniline hydrochloride), resultant suspension. Solvent: C(C)O (ethanol). Reaction conditions: temperature 10 celsius. Product: NC1=C(N=CN1CC1=CC=CC=C1)C#N (5-Amino-1-benzyl-1H-imidazole-4-carbonitrile), solid. Yield: 4717.0%. RXN SMILES: [CH2:1]([NH2:8])[C:2]1[CH:7]=[CH:6][CH:5]=[CH:4][CH:3]=1.N/C(/C#N)=[C:11](\[C:14](=[NH:18])OCC)/[C:12]#[N:13].Cl.[NH2:22][C:23]1C=CC=CC=1.[OH-].[Na+]>C(O)C>[NH2:18][C:14]1[N:8]([CH2:1][C:2]2[CH:7]=[CH:6][CH:5]=[CH:4][CH:3]=2)[CH:23]=[N:22][C:11]=1[C:12]#[N:13] |f:2.3,4.5|. Procedure: Benzylamine (2.86 ml, 26.3 mmol) was added dropwise to a solution of ethyl [(Z)-2-amino-1,2-dicyanovinyl]imidoformate (4.1 g, 25.0 mmol) and aniline hydrochloride (50 mg) in ethanol (80 ml), stirring at 10° C. and the reaction mixture stirred at room temperature for 18 hours. The reaction mixture was added dropwise to 1M sodium hydroxide (50 ml), stirring at 10° C. and the resultant suspension stirred at room temperature for 18 hours. The solid was collected by filtration, washed with water and ...